Dataset: the Open Reaction Database (ORD), a public repository of structured organic reaction records. Task: describe an organic reaction: reactants, conditions, products, and yield The reactants are ClC1=NC=2N(C(=C1)Cl)N=C(C2)C=2C(=NC1=CC=C(C=C1N2)F)C (3-(5,7-dichloropyrazolo[1,5-a]pyrimidin-2-yl)-6-fluoro-2-methylquinoxaline), NCC(C)(O)C (1-amino-2-methyl-propan-2-ol), C([O-])([O-])=O.[K+].[K+] (potassium carbonate), O (water). Run in CN(C=O)C (N,N-dimethylformamide). Conditions: time 2 hour. Yields the product ClC1=NC=2N(C(=C1)NCC(C)(O)C)N=C(C2)C2=NC1=CC(=CC=C1N=C2C)F (1-{[5-chloro-2-(7-fluoro-3-methylquinoxalin-2-yl)pyrazolo[1,5-a]pyrimidin-7-yl]amino}-2-methylpropan-2-ol). RXN SMILES: [Cl:1][C:2]1[CH:7]=[C:6](Cl)[N:5]2[N:9]=[C:10]([C:12]3[C:13]([CH3:23])=[N:14][C:15]4[C:20]([N:21]=3)=[CH:19][C:18]([F:22])=[CH:17][CH:16]=4)[CH:11]=[C:4]2[N:3]=1.[NH2:24][CH2:25][C:26]([CH3:29])([OH:28])[CH3:27].C(=O)([O-])[O-].[K+].[K+].O>CN(C)C=O>[Cl:1][C:2]1[CH:7]=[C:6]([NH:24][CH2:25][C:26]([CH3:29])([OH:28])[CH3:27])[N:5]2[N:9]=[C:10]([C:12]3[C:13]([CH3:23])=[N:14][C:15]4[C:20](=[CH:19][C:18]([F:22])=[CH:17][CH:16]=4)[N:21]=3)[CH:11]=[C:4]2[N:3]=1 |f:2.3.4|. Procedure details: A suspension of 3-(5,7-dichloropyrazolo[1,5-a]pyrimidin-2-yl)-6-fluoro-2-methylquinoxaline (157 mg, 0.451 mmol) in N,N-dimethylformamide (4.0 mL), 1-amino-2-methyl-propan-2-ol (48 mg, 0.541 mmol), and potassium carbonate (187 mg, 1.35 mmol) was stirred at room temperature for 2 h. The reaction mixture was poured into ice-cooled water, and the resulting precipitate was collected and washed with water to give 1-{[5-chloro-2-(7-fluoro-3-methylquinoxalin-2-yl)pyrazolo[1,5-a]pyrimidin-7-yl]amino}-2-m...